From a dataset of the Open Reaction Database (ORD), a public repository of structured organic reaction records. describe an organic reaction: reactants, conditions, products, and yield The reactants are O=c1ccccn1C(=S)n1ccccc1=O, ClCCl, Nc1n[nH]c2cc(F)ccc12. Product: Fc1ccc2c(N=C=S)n[nH]c2c1. As a reaction SMILES: [C:12](=[S:13])([n:14]1[cH:15][cH:16][cH:17][cH:18][c:19]1=[O:20])[n:21]1[cH:22][cH:23][cH:24][cH:25][c:26]1=[O:27].[Cl:28][CH2:29][Cl:30].[F:1][c:2]1[cH:3][cH:4][c:5]2[c:6]([NH2:11])[n:7][nH:8][c:9]2[cH:10]1>>[F:1][c:2]1[cH:3][cH:4][c:5]2[c:6]([N:11]=[C:12]=[S:13])[n:7][nH:8][c:9]2[cH:10]1. The reactants are [H-].[Na+] (NaH), ClCC(=O)NCCN(C)C1CCCCC1 (2-Chloro-N-[2-(cyclohexyl-methyl-amino)-ethyl]-acetamide), N1C=CC2=CC=CC=C12 (Indole), resultant mixture. Solvent: CN(C)C=O (DMF), CCOC(=O)C (EtOAc). The product is C1(CCCCC1)N(CCNC(CN1C=CC2=CC=CC=C12)=O)C (N-[2-(Cyclohexyl-methyl-amino)-ethyl]-2-indol-1-yl-acetamide). As a reaction SMILES: [NH:1]1[C:9]2[C:4](=[CH:5][CH:6]=[CH:7][CH:8]=2)[CH:3]=[CH:2]1.[H-].[Na+].Cl[CH2:13][C:14]([NH:16][CH2:17][CH2:18][N:19]([CH:21]1[CH2:26][CH2:25][CH2:24][CH2:23][CH2:22]1)[CH3:20])=[O:15]>CN(C=O)C.CCOC(C)=O>[CH:21]1([N:19]([CH3:20])[CH2:18][CH2:17][NH:16][C:14](=[O:15])[CH2:13][N:1]2[C:9]3[C:4](=[CH:5][CH:6]=[CH:7][CH:8]=3)[CH:3]=[CH:2]2)[CH2:26][CH2:25][CH2:24][CH2:23][CH2:22]1 |f:1.2|. Procedure: Indole (20 mg, 0.17 mmol) was dissolved in DMF (400 μL) and NaH (60% dispersed in mineral oil, 9 mg, 0.22 mmol) was added and the resultant mixture was stirred at 60° C. for 30 minutes. The mixture was then cooled to room temperature to it was added crude chloride 2a (˜50 mg; excess). The reaction solution was then heated to 60° C. for 2 hours. The reaction solution was cooled to room temperature and diluted in EtOAc and the organic solution was washed with H2O (2×) and brine (1×). The organic l... The product is C(C1=CC=CC=C1)(C1=CC=CC=C1)NC(=O)NCC1CN(CC1)C(C1=CC=CC=C1)C1=CC=CC=C1 (1-Benzhydryl-3-(1-benzhydryl-pyrrolidin-3-ylmethyl)-urea). Reported procedure: To a solution of C-(1-benzhydryl-pyrrolidin-3-yl)-methylamine (0.26 g, 0.97 mmol) in dry CH2Cl2 (5 ml) was added diphenylmethyl isocyanate (0.18 ml, 0.97 mmol) drop wise under nitrogen. The resulting mixture was stirred at room temperature over night. Removal of solvent under reduced pressure followed by column chromatography using CH2Cl2: CH3OH (20:1) gives the desired product in 80% yield. Starting materials: C(C1=CC=CC=C1)(C1=CC=CC=C1)N1CC(CC1)CN (C-(1-benzhydryl-pyrrolidin-3-yl)-methylamine), C1(=CC=CC=C1)C(C1=CC=CC=C1)N=C=O (diphenylmethyl isocyanate). RXN SMILES: [CH:1]([N:14]1[CH2:18][CH2:17][CH:16]([CH2:19][NH2:20])[CH2:15]1)([C:8]1[CH:13]=[CH:12][CH:11]=[CH:10][CH:9]=1)[C:2]1[CH:7]=[CH:6][CH:5]=[CH:4][CH:3]=1.[C:21]1([CH:27]([N:34]=[C:35]=[O:36])[C:28]2[CH:33]=[CH:32][CH:31]=[CH:30][CH:29]=2)[CH:26]=[CH:25][CH:24]=[CH:23][CH:22]=1>C(Cl)Cl>[CH:27]([NH:34][C:35]([NH:20][CH2:19][CH:16]1[CH2:17][CH2:18][N:14]([CH:1]([C:8]2[CH:13]=[CH:12][CH:11]=[CH:10][CH:9]=2)[C:2]2[CH:3]=[CH:4][CH:5]=[CH:6][CH:7]=2)[CH2:15]1)=[O:36])([C:28]1[CH:29]=[CH:30][CH:31]=[CH:32][CH:33]=1)[C:21]1[CH:26]=[CH:25][CH:24]=[CH:23][CH:22]=1. Isolated yield 80.0%. Run in C(Cl)Cl (CH2Cl2). Starting materials: ClC1=CC=NC=C1C(=O)O (4-chloronicotinic acid), NC1=CC=CC=C1 (aniline). Run in CC#N (MeCN). Conditions: temperature 80 celsius. The product is C1(=CC=CC=C1)NC1=CC=NC=C1C(=O)O (4-(phenylamino)nicotinic acid). Isolated yield 99.0%. As a reaction SMILES: Cl[C:2]1[C:7]([C:8]([OH:10])=[O:9])=[CH:6][N:5]=[CH:4][CH:3]=1.[NH2:11][C:12]1[CH:17]=[CH:16][CH:15]=[CH:14][CH:13]=1>CC#N>[C:12]1([NH:11][C:2]2[C:7]([C:8]([OH:10])=[O:9])=[CH:6][N:5]=[CH:4][CH:3]=2)[CH:17]=[CH:16][CH:15]=[CH:14][CH:13]=1. Procedure: A mixture of 4-chloronicotinic acid (150 mg, 0.952 mmol) and aniline (177 mg, 1.90 mmol) in MeCN (2 mL) was stirred and heated in the microwave (80° C., 300 W) for 1 h. The solid material was filtered off and the solvent was removed in vacuo. The crude 4-(phenylamino)nicotinic acid (202 mg) obtained was dissolved in THF (25 mL). After dropwise addition of LiAlH4 (1 M solution in THF, 3.77 mL, 3.77 mmol) at 0° C., the reaction mixture was stirred for 30 min, allowed to warm to room temperature an...